From a dataset of the Open Reaction Database (ORD), a public repository of structured organic reaction records. describe an organic reaction: reactants, conditions, products, and yield The reactants are CC(C)(C)C#CBr, C#CCO, N#C[K], O. Yields the product CC(C)(C)C#CC#CCO. Reaction SMILES: [Br:5][C:6]#[C:7][C:8]([CH3:9])([CH3:10])[CH3:11].[CH2:1]([C:2]#[CH:3])[OH:4].[K:12][C:13]#[N:14].[OH2:15]>>[CH2:1]([C:2]#[C:3][C:6]#[C:7][C:8]([CH3:9])([CH3:10])[CH3:11])[OH:4]. Reactants: CCOC(=O)c1cccc([N+](=O)[O-])c1Cl, CC#N, NC1CCCCC1. Product: CCOC(=O)c1cccc([N+](=O)[O-])c1NC1CCCCC1. As a reaction SMILES: [CH2:1]([CH3:2])[O:3][C:4]([c:5]1[c:6]([Cl:14])[c:7]([N+:11](=[O:12])[O-:13])[cH:8][cH:9][cH:10]1)=[O:15].[CH3:23][C:24]#[N:25].[NH2:16][CH:17]1[CH2:18][CH2:19][CH2:20][CH2:21][CH2:22]1>>[CH2:1]([CH3:2])[O:3][C:4]([c:5]1[c:6]([NH:16][CH:17]2[CH2:18][CH2:19][CH2:20][CH2:21][CH2:22]2)[c:7]([N+:11](=[O:12])[O-:13])[cH:8][cH:9][cH:10]1)=[O:15]. The reactants are COC1=CC=C(COC2=COC=CC2=O)C=C1 (3-[(4-methoxybenzyl)oxy]-4H-pyran-4-one), N.O (NH3.H2O). As a reaction SMILES: [CH3:1][O:2][C:3]1[CH:17]=[CH:16][C:6]([CH2:7][O:8][C:9]2[C:14](=[O:15])[CH:13]=[CH:12]O[CH:10]=2)=[CH:5][CH:4]=1.[NH3:18].O>>[CH3:1][O:2][C:3]1[CH:17]=[CH:16][C:6]([CH2:7][O:8][C:9]2[C:14](=[O:15])[CH:13]=[CH:12][NH:18][CH:10]=2)=[CH:5][CH:4]=1 |f:1.2|. Reaction conditions: temperature 100 celsius, time 18 hour. Reported procedure: A suspension of 3-[(4-methoxybenzyl)oxy]-4H-pyran-4-one (6.2 g, 26.7 mmol) and 120 mL of NH3.H2O was sealed in a glass tube, and the mixture was stirred at 100° C. After 18 h, the reaction mixture was filtered and the collected solid was washed with MeOH to give 3-[(4-methoxybenzyl)oxy]pyridin-4(1H)-one. 1H-NMR (DMSO, 400 MHz) δ 11.27 (s, 1H), 7.50 (s, 1H), 7.41 (s, 1H), 7.30 (dd, J=8.4, 2.8 Hz, 2H), 6.90 (m, 2H), 6.13 (s, 1H), 4.8(s, 2H), 3.72 (s, 3H). MS (M+H)+ 232.0. The product is COC1=CC=C(COC2=CNC=CC2=O)C=C1 (3-[(4-methoxybenzyl)oxy]pyridin-4(1H)-one). Starting materials: CC(C)(C)OC(=O)N1CCc2ccc(Cl)c(CNc3ccc(C(=O)NC4CCCCCC4)cc3)c2CC1, CCOC(C)=O, CO, Cl. Product: O=C(NC1CCCCCC1)c1ccc(NCc2c(Cl)ccc3c2CCNCC3)cc1. Reaction SMILES: [C:2]([O:3][C:4](=[O:5])[N:9]1[CH2:10][CH2:11][c:12]2[c:13]([c:16]([CH2:21][NH:22][c:23]3[cH:24][cH:25][c:26]([C:29]([NH:30][CH:31]4[CH2:32][CH2:33][CH2:34][CH2:35][CH2:36][CH2:37]4)=[O:38])[cH:27][cH:28]3)[c:17]([Cl:20])[cH:18][cH:19]2)[CH2:14][CH2:15]1)([CH3:6])([CH3:7])[CH3:8].[CH3:39][CH2:40][O:41][C:42]([CH3:43])=[O:44].[CH3:45][OH:46].[ClH:1]>>[NH:9]1[CH2:10][CH2:11][c:12]2[c:13]([c:16]([CH2:21][NH:22][c:23]3[cH:24][cH:25][c:26]([C:29]([NH:30][CH:31]4[CH2:32][CH2:33][CH2:34][CH2:35][CH2:36][CH2:37]4)=[O:38])[cH:27][cH:28]3)[c:17]([Cl:20])[cH:18][cH:19]2)[CH2:14][CH2:15]1. The reactants are C([O-])([O-])=O.[K+].[K+] (Potassium carbonate), PL-Thiol, O=S1(CCC(CC1)C1=CNC2=C(C=C(C=C12)B1OC(C(O1)(C)C)(C)C)C(=O)N)=O (3-(1,1-dioxidotetrahydro-2H-thiopyran-4-yl)-5-(4,4,5,5-tetramethyl-1,3,2-dioxaborolan-2-yl)-1H-indole-7-carboxamide), BrC=1C=C2C=NNC2=CC1 (5-bromo-1H-indazole). The reagents and catalysts are C1=CC=C(C=C1)P([C-]2C=CC=C2)C3=CC=CC=C3.C1=CC=C(C=C1)P([C-]2C=CC=C2)C3=CC=CC=C3.Cl[Pd]Cl.[Fe+2] (PdCl2(dppf)). Run in O1CCOCC1.O (1,4 dioxane water). Conditions: temperature 100 celsius. Yields the product O=S1(CCC(CC1)C1=CNC2=C(C=C(C=C12)C=1C=C2C=NNC2=CC1)C(=O)N)=O (3-(1,1-Dioxidotetrahydro-2H-thiopyran-4-yl)-5-(1H-indazol-5-yl)-1H-indole-7-carboxamide). Isolated yield 24.1%. As a reaction SMILES: [O:1]=[S:2]1(=[O:29])[CH2:7][CH2:6][CH:5]([C:8]2[C:16]3[C:11](=[C:12]([C:26]([NH2:28])=[O:27])[CH:13]=[C:14](B4OC(C)(C)C(C)(C)O4)[CH:15]=3)[NH:10][CH:9]=2)[CH2:4][CH2:3]1.Br[C:31]1[CH:32]=[C:33]2[C:37](=[CH:38][CH:39]=1)[NH:36][N:35]=[CH:34]2.C(=O)([O-])[O-].[K+].[K+]>O1CCOCC1.O.C1C=CC(P(C2C=CC=CC=2)[C-]2C=CC=C2)=CC=1.C1C=CC(P(C2C=CC=CC=2)[C-]2C=CC=C2)=CC=1.Cl[Pd]Cl.[Fe+2]>[O:29]=[S:2]1(=[O:1])[CH2:7][CH2:6][CH:5]([C:8]2[C:16]3[C:11](=[C:12]([C:26]([NH2:28])=[O:27])[CH:13]=[C:14]([C:31]4[CH:32]=[C:33]5[C:37](=[CH:38][CH:39]=4)[NH:36][N:35]=[CH:34]5)[CH:15]=3)[NH:10][CH:9]=2)[CH2:4][CH2:3]1 |f:2.3.4,5.6,7.8.9.10|. Procedure details: 3-(1,1-dioxidotetrahydro-2H-thiopyran-4-yl)-5-(4,4,5,5-tetramethyl-1,3,2-dioxaborolan-2-yl)-1H-indole-7-carboxamide (0.085 g, 0.203 mmol) and 5-bromo-1H-indazole (0.048 g, 0.244 mmol, 1.2 eq) was dissolved in a 6:1 solution of 1,4 dioxane/water in a 20 mL microwave reaction vessel. Potassium carbonate (0.128, 0.929 mmol, 4.6 eq) was added and the solution was degassed with Argon. PdCl2(dppf) (0.023 g, 0.032 mmol, 0.16 eq) was added and the reaction was heated in a microwave at 100° C. for 20 min... RXN SMILES: [Cl:1][c:2]1[n:3][c:4]([NH:23][CH:24]([CH2:25][CH3:26])[CH2:27][CH3:28])[c:5]2[n:6][cH:7][n:8]([CH:11]3[CH:12]([OH:22])[CH:13]([OH:21])[CH:14]([NH:16][C:17]([CH2:18][CH3:19])=[O:20])[CH2:15]3)[c:9]2[n:10]1.[NH2:29][CH2:30][CH2:31][N:32]1[CH2:33][CH2:34][CH2:35][CH2:36][CH2:37]1>>[c:2]1([NH:29][CH2:30][CH2:31][N:32]2[CH2:33][CH2:34][CH2:35][CH2:36][CH2:37]2)[n:3][c:4]([NH:23][CH:24]([CH2:25][CH3:26])[CH2:27][CH3:28])[c:5]2[n:6][cH:7][n:8]([CH:11]3[CH:12]([OH:22])[CH:13]([OH:21])[CH:14]([NH:16][C:17]([CH2:18][CH3:19])=[O:20])[CH2:15]3)[c:9]2[n:10]1. Product: CCC(=O)NC1CC(n2cnc3c(NC(CC)CC)nc(NCCN4CCCCC4)nc32)C(O)C1O. Starting materials: CCC(=O)NC1CC(n2cnc3c(NC(CC)CC)nc(Cl)nc32)C(O)C1O, NCCN1CCCCC1.